From a dataset of the Open Reaction Database (ORD), a public repository of structured organic reaction records. describe an organic reaction: reactants, conditions, products, and yield Reactants: C(O)([O-])=O.[Na+] (sodium hydrogen carbonate), [Na+].[Cl-].O (NaCl H2O), C(C)OC1=NC2=C(N1CC1=CC=C(C=C1)C1=C(C=CC=C1)C1=NN=NN1C(C1=CC=CC=C1)(C1=CC=CC=C1)C1=CC=CC=C1)C(=CC=C2)C(=O)OCOC(C(C)(C)C)=O (pivaloyloxymethyl 2-ethoxy-1-[2'-(N-triphenylmethyl-1H-tetrazol-5-yl)biphenyl-4-yl]methylbenzimidazole-7-carboxylate), Cl (hydrogen chloride). The solvent is C(C)(=O)OCC (ethyl acetate), C(Cl)Cl (methylene chloride), CO (methanol), O (water), C(C)(=O)OCC (ethyl acetate), CO (methanol). Reaction conditions: temperature 5 celsius, time 2 hour. Product: C(C)OC1=NC2=C(N1CC1=CC=C(C=C1)C1=C(C=CC=C1)C1=NN=NN1)C(=CC=C2)C(=O)OCOC(C(C)(C)C)=O (pivaloyloxymethyl 2-ethoxy-1-[2'-(1H-tetrazol-5-yl)-biphenyl-4-yl]methylbenzimidazole-7-carboxylate). Isolated yield 90.6%. RXN SMILES: [CH2:1]([O:3][C:4]1[N:8]([CH2:9][C:10]2[CH:15]=[CH:14][C:13]([C:16]3[CH:21]=[CH:20][CH:19]=[CH:18][C:17]=3[C:22]3[N:26](C(C4C=CC=CC=4)(C4C=CC=CC=4)C4C=CC=CC=4)[N:25]=[N:24][N:23]=3)=[CH:12][CH:11]=2)[C:7]2[C:46]([C:50]([O:52][CH2:53][O:54][C:55](=[O:60])[C:56]([CH3:59])([CH3:58])[CH3:57])=[O:51])=[CH:47][CH:48]=[CH:49][C:6]=2[N:5]=1)[CH3:2].Cl.C(=O)([O-])O.[Na+].[Na+].[Cl-].O>C(Cl)Cl.CO.C(OCC)(=O)C.O>[CH2:1]([O:3][C:4]1[N:8]([CH2:9][C:10]2[CH:11]=[CH:12][C:13]([C:16]3[CH:21]=[CH:20][CH:19]=[CH:18][C:17]=3[C:22]3[NH:26][N:25]=[N:24][N:23]=3)=[CH:14][CH:15]=2)[C:7]2[C:46]([C:50]([O:52][CH2:53][O:54][C:55](=[O:60])[C:56]([CH3:59])([CH3:58])[CH3:57])=[O:51])=[CH:47][CH:48]=[CH:49][C:6]=2[N:5]=1)[CH3:2] |f:2.3,4.5.6|. Reported procedure: In a mixture of 17 mL of methylene chloride and 13 mL of methanol was dissolved 5.79 g of pivaloyloxymethyl 2-ethoxy-1-[2'-(N-triphenylmethyl-1H-tetrazol-5-yl)biphenyl-4-yl]methylbenzimidazole-7-carboxylate and the solution was cooled to 5° C. To this solution was added 3.7 mL of methanol containing 0.344 g of hydrogen chloride dropwise and the mixture was stirred at 5°-6° C. for 2 hours. Then, 11 mL of ethyl acetate and 11 mL of water were added and the mixture was adjusted to pH 6.2 with a sat... Reactants: CO, CCCN(CCC)c1ccc([N+](=O)[O-])cn1. The product is CCCN(CCC)c1ccc(N)cn1. Reaction SMILES: [CH3:17][OH:18].[N+:1]([O-:2])(=[O:3])[c:4]1[cH:5][cH:6][c:7]([N:10]([CH2:11][CH2:12][CH3:13])[CH2:14][CH2:15][CH3:16])[n:8][cH:9]1>>[NH2:1][c:4]1[cH:5][cH:6][c:7]([N:10]([CH2:11][CH2:12][CH3:13])[CH2:14][CH2:15][CH3:16])[n:8][cH:9]1. Reactants: CC(O)(COC(=O)N1CCCc2cc(Cl)ccc21)Cn1cc([N+](=O)[O-])nc1Cl, [H-], [Na+], CN(C)C=O. The product is CC1(COC(=O)N2CCCc3cc(Cl)ccc32)Cn2cc([N+](=O)[O-])nc2O1. RXN SMILES: [Cl:1][c:2]1[cH:3][c:4]2[c:9]([cH:10][cH:11]1)[N:8]([C:12](=[O:13])[O:14][CH2:15][C:16]([CH2:17][n:18]1[c:19]([Cl:26])[n:20][c:21]([N+:23](=[O:24])[O-:25])[cH:22]1)([CH3:27])[OH:28])[CH2:7][CH2:6][CH2:5]2.[H-:29].[Na+:30].[O:31]=[CH:32][N:33]([CH3:34])[CH3:35]>>[Cl:1][c:2]1[cH:3][c:4]2[c:9]([cH:10][cH:11]1)[N:8]([C:12](=[O:13])[O:14][CH2:15][C:16]1([CH3:27])[CH2:17][n:18]3[c:19]([n:20][c:21]([N+:23](=[O:24])[O-:25])[cH:22]3)[O:28]1)[CH2:7][CH2:6][CH2:5]2. Reactants: COC=1C=C(CN2C(C(CC2)(CCO[Si](C)(C)C(C)(C)C)CC2=CC=CC=C2)=O)C=C(C1OC)OC (1-(3,4,5-trimethoxybenzyl)-3-(phenylmethyl)-3-(2-(t-butyldimethylsilyloxy)ethyl)-2-oxopyrrolidine), Cl (hydrochloric acid), O1CCCC1 (tetrahydrofuran), [F-].C(CCC)[N+](CCCC)(CCCC)CCCC (tetrabutylammonium fluoride). Run in C(C)(=O)OCC.CCCCCC (ethyl acetate hexane). Conditions: temperature 0 celsius, time 1.5 hour. Yields the product COC=1C=C(CN2C(C(CC2)(CCO)CC2=CC=CC=C2)=O)C=C(C1OC)OC (1-(3,4,5-trimethoxybenzyl)-3-(phenylmethyl)-3-(2-hydroxyethyl)-2-oxopyrrolidine). As a reaction SMILES: [CH3:1][O:2][C:3]1[CH:4]=[C:5]([CH:30]=[C:31]([O:35][CH3:36])[C:32]=1[O:33][CH3:34])[CH2:6][N:7]1[CH2:11][CH2:10][C:9]([CH2:22][C:23]2[CH:28]=[CH:27][CH:26]=[CH:25][CH:24]=2)([CH2:12][CH2:13][O:14][Si](C(C)(C)C)(C)C)[C:8]1=[O:29].O1CCCC1.[F-].C([N+](CCCC)(CCCC)CCCC)CCC.Cl>C(OCC)(=O)C.CCCCCC>[CH3:36][O:35][C:31]1[CH:30]=[C:5]([CH:4]=[C:3]([O:2][CH3:1])[C:32]=1[O:33][CH3:34])[CH2:6][N:7]1[CH2:11][CH2:10][C:9]([CH2:22][C:23]2[CH:24]=[CH:25][CH:26]=[CH:27][CH:28]=2)([CH2:12][CH2:13][OH:14])[C:8]1=[O:29] |f:2.3,5.6|. Procedure details: Combine 1-(3,4,5-trimethoxybenzyl)-3-(phenylmethyl)-3-(2-(t-butyldimethylsilyloxy)ethyl)-2-oxopyrrolidine (1.0 g, 1.95 mmol) and tetrahydrofuran (5 mL). Cool to 0° C. using a ice bath. Add a solution of tetrabutylammonium fluoride (3.90 mL, 1 M in THF, 3.90 mmol). After the addition is complete, warm to ambient temperature. After 1.5 hours, add aqueous 1 M hydrochloric acid solution (20 mL). Extract three times with ethyl acetate. Dry the combined organic layers over Na2SO4, filter, and concentr... The reactants are Oc1c(Cl)cc(OCC=C(Cl)Cl)cc1Cl, OCCCCc1cccc(F)c1, C1CCOC1, c1ccc(P(c2ccccc2)c2ccccc2)cc1. Product: Fc1cccc(CCCCOc2c(Cl)cc(OCC=C(Cl)Cl)cc2Cl)c1. Reaction SMILES: [Cl:13][c:14]1[c:15]([OH:27])[c:16]([Cl:26])[cH:17][c:18]([O:20][CH2:21][CH:22]=[C:23]([Cl:24])[Cl:25])[cH:19]1.[F:1][c:2]1[cH:3][c:4]([CH2:8][CH2:9][CH2:10][CH2:11][OH:12])[cH:5][cH:6][cH:7]1.[O:47]1[CH2:48][CH2:49][CH2:50][CH2:51]1.[c:28]1([P:29]([c:30]2[cH:31][cH:32][cH:33][cH:34][cH:35]2)[c:36]2[cH:37][cH:38][cH:39][cH:40][cH:41]2)[cH:42][cH:43][cH:44][cH:45][cH:46]1>>[F:1][c:2]1[cH:3][c:4]([CH2:8][CH2:9][CH2:10][CH2:11][O:12][c:15]2[c:14]([Cl:13])[cH:19][c:18]([O:20][CH2:21][CH:22]=[C:23]([Cl:24])[Cl:25])[cH:17][c:16]2[Cl:26])[cH:5][cH:6][cH:7]1. The reactants are CO, Fc1cccc(Cc2ccc(C3OCCO3)o2)c1, c1coc(C2OCCO2)c1, O, O=C(O)C(=O)O. The product is O=Cc1ccc(Cc2cccc(F)c2)o1. RXN SMILES: [CH3:36][OH:37].[F:1][c:2]1[cH:3][c:4]([CH2:5][c:6]2[cH:7][cH:8][c:9]([CH:11]3[O:12][CH2:15][CH2:14][O:13]3)[o:10]2)[cH:16][cH:17][cH:18]1.[O:19]1[CH2:20][CH2:21][O:22][CH:23]1[c:24]1[o:25][cH:26][cH:27][cH:28]1.[OH2:35].[OH:29][C:30]([C:31](=[O:32])[OH:33])=[O:34]>>[F:1][c:2]1[cH:3][c:4]([CH2:5][c:6]2[cH:7][cH:8][c:9]([CH:11]=[O:12])[o:10]2)[cH:16][cH:17][cH:18]1.